From a dataset of the Open Reaction Database (ORD), a public repository of structured organic reaction records. describe an organic reaction: reactants, conditions, products, and yield Yield: 78.0%. Procedure: Fuming nitric acid (9 ml) was added to a stirred suspension of 7-(3-[4-Acetyl-3-hydroxy-2-n-propylphenoxy]-2-hydroxypropoxy)-4-hydroxycoumarin (2.8 g) in chloroform (300 ml) over 1 hr at 0° and the dark mixture stirred for a further 0.5 hr at this temperature. Dilute hydrochloric acid (150 ml) was added and the chloroform removed in vacuo at 0°. The solid which separated was removed by filtration and recrystallised from ethanol to give 2.42 g, (78%) of yellow solid of mp 201°-203° (dec). νmax (m... The reactants are [N+](=O)(O)[O-] (nitric acid), C(C)(=O)C1=C(C(=C(OCC(COC2=CC=C3C(=CC(OC3=C2)=O)O)O)C=C1)CCC)O (7-(3-[4-Acetyl-3-hydroxy-2-n-propylphenoxy]-2-hydroxypropoxy)-4-hydroxycoumarin), Cl (hydrochloric acid). Yields the product C(C)(=O)C1=C(C(=C(OCC(COC2=CC=C3C(=C(C(OC3=C2)=O)[N+](=O)[O-])O)O)C=C1)CCC)O (7-(3-[4-Acetyl-3-hydroxy-2-n-propylphenoxy]-2-hydroxypropoxy)-4-hydroxy-3-nitrocoumarin). Run in C(Cl)(Cl)Cl (chloroform). Run at time 0.5 hour. Reaction SMILES: [N+:1]([O-:4])(O)=[O:2].[C:5]([C:8]1[CH:31]=[CH:30][C:11]([O:12][CH2:13][CH:14]([OH:29])[CH2:15][O:16][C:17]2[CH:26]=[C:25]3[C:20]([C:21]([OH:28])=[CH:22][C:23](=[O:27])[O:24]3)=[CH:19][CH:18]=2)=[C:10]([CH2:32][CH2:33][CH3:34])[C:9]=1[OH:35])(=[O:7])[CH3:6].Cl>C(Cl)(Cl)Cl>[C:5]([C:8]1[CH:31]=[CH:30][C:11]([O:12][CH2:13][CH:14]([OH:29])[CH2:15][O:16][C:17]2[CH:26]=[C:25]3[C:20]([C:21]([OH:28])=[C:22]([N+:1]([O-:4])=[O:2])[C:23](=[O:27])[O:24]3)=[CH:19][CH:18]=2)=[C:10]([CH2:32][CH2:33][CH3:34])[C:9]=1[OH:35])(=[O:7])[CH3:6]. The reactants are CC(C)(C)OC(=O)N1CCCC1CC=C(Br)Br, [Li]CCCC, C1CCOC1. Product: C#CCC1CCCN1C(=O)OC(C)(C)C. As a reaction SMILES: [Br:1][C:2](=[CH:3][CH2:4][CH:5]1[N:6]([C:10](=[O:11])[O:12][C:13]([CH3:14])([CH3:15])[CH3:16])[CH2:7][CH2:8][CH2:9]1)[Br:17].[CH2:18]([Li:19])[CH2:20][CH2:21][CH3:22].[O:23]1[CH2:24][CH2:25][CH2:26][CH2:27]1>>[CH:2]#[C:3][CH2:4][CH:5]1[N:6]([C:10](=[O:11])[O:12][C:13]([CH3:14])([CH3:15])[CH3:16])[CH2:7][CH2:8][CH2:9]1. Starting materials: C(C)(C)(C)OC(=O)NCCOC1=CC=C(C=C1)CCCCN (4-[4-(2{t-butoxycarbonylamino}ethyloxy)phenyl]butylamine), C(CCC)NC(=N)NC(=O)C1=NC(=C(N=C1N)N)Cl (butylamidino-3,5-diamino-6-chloropyrazinecarboxamide). The product is Cl.NCCOC1=CC=C(C=C1)CCCCNC(=N)NC(=O)C1=NC(=C(N=C1N)N)Cl (4-[4-(2-aminoethyloxy)pheny)butylamidino-3,5-diamino-6-chloropyrazinecarboxamide hydrochloride). Reaction SMILES: C(OC([NH:8][CH2:9][CH2:10][O:11][C:12]1[CH:17]=[CH:16][C:15]([CH2:18][CH2:19][CH2:20][CH2:21][NH2:22])=[CH:14][CH:13]=1)=O)(C)(C)C.C([NH:27][C:28]([NH:30][C:31]([C:33]1[C:38]([NH2:39])=[N:37][C:36]([NH2:40])=[C:35]([Cl:41])[N:34]=1)=[O:32])=N)CCC>>[ClH:41].[NH2:8][CH2:9][CH2:10][O:11][C:12]1[CH:13]=[CH:14][C:15]([CH2:18][CH2:19][CH2:20][CH2:21][NH:22][C:28]([NH:30][C:31]([C:33]2[C:38]([NH2:39])=[N:37][C:36]([NH2:40])=[C:35]([Cl:41])[N:34]=2)=[O:32])=[NH:27])=[CH:16][CH:17]=1 |f:2.3|. Reported procedure: Using general procedure Z, 4-[4-(2{t-butoxycarbonylamino}ethyloxy)phenyl]butylamine was converted into 4-[4-(2-{t-butoxycarbonylamino}ethyloxy)phenyl)]butylamidino-3,5-diamino-6-chloropyrazinecarboxamide, m.p. 118° C., APCI MS M/Z=521[C23H33ClN8O4+H]+, which was hydrolyzed and acidified with HCL to give 4-[4-(2-aminoethyloxy)pheny)butylamidino-3,5-diamino-6-chloropyrazinecarboxamide hydrochloride, m.p. >178° C. (dec), M/Z=421 [C18H25ClN8O2]. Reactants: C(C)(=O)OC=1C=C(C=CC1OC(C)=O)C=C(C#N)P(=O)(OCC)OCC (3-(3,4-Diacetoxyphenyl)-2-(diethoxyphosphinyl) acrylonitrile), [H][H] (hydrogen). Reagents/catalysts: [Pd] (Pd/C), catalyst. Solvent: C(C)(=O)OC(C)=O (acetic anhydride). The product is C(C)(=O)OC=1C=C(C=CC1OC(C)=O)CC(C#N)P(=O)(OCC)OCC (3-(3,4-Diacetoxyphenyl)-2-(diethoxyphosphinyl) propionitrile). As a reaction SMILES: [C:1]([O:4][C:5]1[CH:6]=[C:7]([CH:15]=[C:16]([P:19]([O:24][CH2:25][CH3:26])([O:21][CH2:22][CH3:23])=[O:20])[C:17]#[N:18])[CH:8]=[CH:9][C:10]=1[O:11][C:12](=[O:14])[CH3:13])(=[O:3])[CH3:2].[H][H]>C(OC(=O)C)(=O)C.[Pd]>[C:1]([O:4][C:5]1[CH:6]=[C:7]([CH2:15][CH:16]([P:19]([O:24][CH2:25][CH3:26])([O:21][CH2:22][CH3:23])=[O:20])[C:17]#[N:18])[CH:8]=[CH:9][C:10]=1[O:11][C:12](=[O:14])[CH3:13])(=[O:3])[CH3:2]. Reported procedure: 3-(3,4-Diacetoxyphenyl)-2-(diethoxyphosphinyl) acrylonitrile (Table 1, No. 56; 2.5 g; 0.0066 mol) was hydrogenated in 100 ml of acetic anhydride over 0.5 g of 10 percent Pd/C catalyst in a Parr hydrogenation apparatus under an initial pressure of 3.45 bar until hydrogen uptake was complete (16 hours), adding an additional 0.3 g of catalyst after 8 hours had elapsed. Finally, the catalyst was filtered off and the filtrate was evaporated under reduced pressure. The residue was chromatographed on s... Procedure details: 3-[4-(tert-Butoxycarbonyl)piperazin-1-yl]-3-oxopropionic acid [4-phenyl-1-(3-phenyl-propyl)-butyl]-amide (37) (2.05 g; 3.93 mmol) is dissolved in methylene chloride (30 mL) at ambient temperature. Trifluoroacetic acid (15 mL) is added in a slow stream, and the solution is stirred for 1 hour at ambient temperature. The solution is concentrated in vacuo at 40° C. The residue is dissolved in methylene chloride (200 mL) and poured onto saturated sodium bicarbonate solution. The pH is adjusted to 9 w... As a reaction SMILES: [C:1]1([CH2:7][CH2:8][CH2:9][CH:10]([NH:20][C:21](=[O:38])[CH2:22][C:23]([N:25]2[CH2:30][CH2:29][N:28](C(OC(C)(C)C)=O)[CH2:27][CH2:26]2)=[O:24])[CH2:11][CH2:12][CH2:13][C:14]2[CH:19]=[CH:18][CH:17]=[CH:16][CH:15]=2)[CH:6]=[CH:5][CH:4]=[CH:3][CH:2]=1.FC(F)(F)C(O)=O>C(Cl)Cl>[C:1]1([CH2:7][CH2:8][CH2:9][CH:10]([NH:20][C:21](=[O:38])[CH2:22][C:23]([N:25]2[CH2:30][CH2:29][NH:28][CH2:27][CH2:26]2)=[O:24])[CH2:11][CH2:12][CH2:13][C:14]2[CH:15]=[CH:16][CH:17]=[CH:18][CH:19]=2)[CH:2]=[CH:3][CH:4]=[CH:5][CH:6]=1. The reactants are C1(=CC=CC=C1)CCCC(CCCC1=CC=CC=C1)NC(CC(=O)N1CCN(CC1)C(=O)OC(C)(C)C)=O (3-[4-(tert-Butoxycarbonyl)piperazin-1-yl]-3-oxopropionic acid [4-phenyl-1-(3-phenyl-propyl)-butyl]-amide), FC(C(=O)O)(F)F (Trifluoroacetic acid). Run in C(Cl)Cl (methylene chloride). Reaction conditions: time 1 hour. Product: C1(=CC=CC=C1)CCCC(CCCC1=CC=CC=C1)NC(CC(=O)N1CCNCC1)=O (3-(Piperazin-1-yl)-3-oxopropionic acid [4-phenyl-1-(3-phenyl-propyl)-butyl]-amide). Starting materials: O=C=Nc1ccccc1Br, C1CCOC1, CCOC(=O)Cc1ccc(N)c(OC)n1, O. The product is CCOC(=O)Cc1ccc(NC(=O)Nc2ccccc2Br)c(OC)n1. Reaction SMILES: [Br:16][c:17]1[c:18]([N:23]=[C:24]=[O:25])[cH:19][cH:20][cH:21][cH:22]1.[CH2:27]1[O:28][CH2:29][CH2:30][CH2:31]1.[NH2:1][c:2]1[c:3]([O:14][CH3:15])[n:4][c:5]([CH2:8][C:9](=[O:10])[O:11][CH2:12][CH3:13])[cH:6][cH:7]1.[OH2:26]>>[NH:1]([c:2]1[c:3]([O:14][CH3:15])[n:4][c:5]([CH2:8][C:9](=[O:10])[O:11][CH2:12][CH3:13])[cH:6][cH:7]1)[C:24]([NH:23][c:18]1[c:17]([Br:16])[cH:22][cH:21][cH:20][cH:19]1)=[O:25]. Reactants: CCN(C(C)C)C(C)C, Cc1ccccc1-c1ccc([N+](=O)[O-])cc1N, ClCCl, CC(C)(C(=O)Cl)c1cc(C(F)(F)F)cc(C(F)(F)F)c1. Product: Cc1ccccc1-c1ccc([N+](=O)[O-])cc1NC(=O)C(C)(C)c1cc(C(F)(F)F)cc(C(F)(F)F)c1. As a reaction SMILES: [CH2:18]([N:19]([CH:20]([CH3:21])[CH3:22])[CH:23]([CH3:24])[CH3:25])[CH3:26].[CH3:1][c:2]1[c:3](-[c:8]2[c:9]([NH2:17])[cH:10][c:11]([N+:14](=[O:15])[O-:16])[cH:12][cH:13]2)[cH:4][cH:5][cH:6][cH:7]1.[Cl:47][CH2:48][Cl:49].[F:27][C:28]([c:29]1[cH:30][c:31]([C:39]([C:40](=[O:41])[Cl:42])([CH3:43])[CH3:44])[cH:32][c:33]([C:35]([F:36])([F:37])[F:38])[cH:34]1)([F:45])[F:46]>>[CH3:1][c:2]1[c:3](-[c:8]2[c:9]([NH:17][C:40]([C:39]([c:31]3[cH:30][c:29]([C:28]([F:27])([F:45])[F:46])[cH:34][c:33]([C:35]([F:36])([F:37])[F:38])[cH:32]3)([CH3:43])[CH3:44])=[O:41])[cH:10][c:11]([N+:14](=[O:15])[O-:16])[cH:12][cH:13]2)[cH:4][cH:5][cH:6][cH:7]1. Starting materials: C(C)(=O)OCC (Ethyl acetate), [Si](C1=CC=CC=C1)(C1=CC=CC=C1)(C(C)(C)C)OC[C@@H](C(=O)OC)C (methyl(S)-3-(t-butyldiphenylsilyloxy)-2-methylpropionate), CC(C)C[AlH]CC(C)C.CCCCCC (DIBAL-H hexane), resultant solution, CC(C)C[AlH]CC(C)C (DIBAL-H). Solvent: C1(=CC=CC=C1)C (toluene). Run at time 15 minute. Product: [Si](C1=CC=CC=C1)(C1=CC=CC=C1)(C(C)(C)C)OC[C@@H](CO)C ((R)-3-(t-butyldiphenylsilyloxy)-2-methylpropanol). The yield is 109.1%. As a reaction SMILES: [Si:1]([O:18][CH2:19][C@H:20]([CH3:25])[C:21](OC)=[O:22])([C:14]([CH3:17])([CH3:16])[CH3:15])([C:8]1[CH:13]=[CH:12][CH:11]=[CH:10][CH:9]=1)[C:2]1[CH:7]=[CH:6][CH:5]=[CH:4][CH:3]=1.CC(C[AlH]CC(C)C)C.CCCCCC.C(OCC)(=O)C.CC(C[AlH]CC(C)C)C>C1(C)C=CC=CC=1>[Si:1]([O:18][CH2:19][C@H:20]([CH3:25])[CH2:21][OH:22])([C:14]([CH3:16])([CH3:17])[CH3:15])([C:8]1[CH:9]=[CH:10][CH:11]=[CH:12][CH:13]=1)[C:2]1[CH:3]=[CH:4][CH:5]=[CH:6][CH:7]=1 |f:1.2|. Reported procedure: Under argon atmosphere, Methyl(S)-3-(t-butyldiphenylsilyloxy)-2-metylpropionate (47) (1.0 g, 2.7 mmol) was dissolved in 50 ml of dry toluene, 1M DIBAL-H/hexane (5.7 ml, 5.7 mmol) was added to the resultant solution at 0° C., and the mixture was stirred for 15 min. Subsequently, the reaction mixture was further stirred for 45 min after the temperature was returned to room temperature. Ethyl acetate was added to the reaction mixture to decompose the excess DIBAL-H, and the resultant mixture was ex... Reactants: solution, BrC=1C=C2C(=NN(C2=CC1N)S(=O)(=O)C1=CC=C(C=C1)C)C (5-Bromo-3-methyl-1-(toluene-4-sulfonyl)-1H-indazol-6-ylamine), C(=O)(Cl)Cl (phosgene), N1=CC=CC=C1 (pyridine). Reagents/catalysts: CN(C)C=1C=CN=CC1 (DMAP). The solvent is C1(=CC=CC=C1)C (toluene), C1(=CC=CC=C1)C (toluene). Run at time 2 hour. Product: BrC=1C=C2C(=NN(C2=CC1N=C=O)S(=O)(=O)C1=CC=C(C=C1)C)C (5-bromo-6-isocyanato-3-methyl-1-(toluene-4-sulfonyl)-1H-indazole). Reaction SMILES: [Br:1][C:2]1[CH:3]=[C:4]2[C:8](=[CH:9][C:10]=1[NH2:11])[N:7]([S:12]([C:15]1[CH:20]=[CH:19][C:18]([CH3:21])=[CH:17][CH:16]=1)(=[O:14])=[O:13])[N:6]=[C:5]2[CH3:22].N1C=CC=CC=1.[C:29](Cl)(Cl)=[O:30]>C1(C)C=CC=CC=1.CN(C1C=CN=CC=1)C>[Br:1][C:2]1[CH:3]=[C:4]2[C:8](=[CH:9][C:10]=1[N:11]=[C:29]=[O:30])[N:7]([S:12]([C:15]1[CH:20]=[CH:19][C:18]([CH3:21])=[CH:17][CH:16]=1)(=[O:14])=[O:13])[N:6]=[C:5]2[CH3:22]. Reported procedure: 5-Bromo-3-methyl-1-(toluene-4-sulfonyl)-1H-indazol-6-ylamine (138 mg, 0.36 mmol) was dissolved in 5 ml of toluene at room temperature. DMAP (1 eq, 44 mg), pyridine (1.3 eq, 0.04 ml) were added followed by phosgene (1.33 eq, 0.24 ml of a 20% solution in toluene). The mixture was allowed to stir at room temperature for 2 hours, forming a fine white precipitate. The mixture was filtered and the filtrate was concentrated in vacuo. The residue was diluted with dichloromethane and concentrated in vacu... Starting materials: [OH-].[Na+] (sodium hydroxide), OC1=C(C=O)C=CC=C1 (2-hydroxybenzaldehyde), calomel. The solvent is C(C)(=O)O (acetic acid). Yields the product OC1=C(C=CC=C1)C(C(O)C1=C(C=CC=C1)O)O (1,2-bis(2-hydroxyphenyl)-ethane-1,2-diol). The yield is 46.0%. RXN SMILES: [OH-:1].[Na+].[OH:3][C:4]1[CH:11]=[CH:10][CH:9]=[CH:8][C:5]=1[CH:6]=[O:7]>C(O)(=O)C>[OH:3][C:4]1[CH:11]=[CH:10][CH:9]=[CH:8][C:5]=1[CH:6]([OH:7])[CH:6]([C:5]1[CH:8]=[CH:9][CH:10]=[CH:11][C:4]=1[OH:3])[OH:1] |f:0.1|. Procedure: The electrolytic cell was charged with 100 milliliters of 1.5 molar aqueous sodium hydroxide and 10.0 grams (0.082 mole) of 2-hydroxybenzaldehyde (salicylaldehyde). The electrolysis was conducted at a constant current of 3.0 amperes and a temperature of 28° C to 32° C over a 1-hour period. The cathode potential was -1.67 volts versus the saturated calomel electrode. Upon completion of the electrolysis, the solution was acidified to about 6.3 by the addition of glacial acetic acid and extracted w...